From a dataset of the Open Reaction Database (ORD), a public repository of structured organic reaction records. describe an organic reaction: reactants, conditions, products, and yield The reactants are BrC=1C=C2C(=CNC2=C(C1)C(=O)N)C1CCS(CC1)(=O)=O (5-bromo-3-(1,1-dioxidotetrahydro-2H-thiopyran-4-yl)-1H-indole-7-carboxamide), C1(=CC=CC=C1)B(O)O (phenylboronic acid), C(=O)([O-])[O-].[K+].[K+] (K2CO3). The reagents and catalysts are C=1C=CC(=CC1)[P](C=2C=CC=CC2)(C=3C=CC=CC3)[Pd]([P](C=4C=CC=CC4)(C=5C=CC=CC5)C=6C=CC=CC6)([P](C=7C=CC=CC7)(C=8C=CC=CC8)C=9C=CC=CC9)[P](C=1C=CC=CC1)(C=1C=CC=CC1)C=1C=CC=CC1 (Pd(PPh3)4). The solvent is O1CCOCC1 (dioxane), O (water). Conditions: temperature 150 celsius. The product is O=S1(CCC(CC1)C1=CNC2=C(C=C(C=C12)C1=CC=CC=C1)C(=O)N)=O (3-(1,1-Dioxidotetrahydro-2H-thiopyran-4-yl)-5-phenyl-1H-indole-7-carboxamide). The yield is 28.9%. Reaction SMILES: Br[C:2]1[CH:3]=[C:4]2[C:8](=[C:9]([C:11]([NH2:13])=[O:12])[CH:10]=1)[NH:7][CH:6]=[C:5]2[CH:14]1[CH2:19][CH2:18][S:17](=[O:21])(=[O:20])[CH2:16][CH2:15]1.[C:22]1(B(O)O)[CH:27]=[CH:26][CH:25]=[CH:24][CH:23]=1.C([O-])([O-])=O.[K+].[K+]>O1CCOCC1.O.C1C=CC([P]([Pd]([P](C2C=CC=CC=2)(C2C=CC=CC=2)C2C=CC=CC=2)([P](C2C=CC=CC=2)(C2C=CC=CC=2)C2C=CC=CC=2)[P](C2C=CC=CC=2)(C2C=CC=CC=2)C2C=CC=CC=2)(C2C=CC=CC=2)C2C=CC=CC=2)=CC=1>[O:20]=[S:17]1(=[O:21])[CH2:18][CH2:19][CH:14]([C:5]2[C:4]3[C:8](=[C:9]([C:11]([NH2:13])=[O:12])[CH:10]=[C:2]([C:22]4[CH:27]=[CH:26][CH:25]=[CH:24][CH:23]=4)[CH:3]=3)[NH:7][CH:6]=2)[CH2:15][CH2:16]1 |f:2.3.4,^1:47,49,68,87|. Reported procedure: To 5-bromo-3-(1,1-dioxidotetrahydro-2H-thiopyran-4-yl)-1H-indole-7-carboxamide (80 mg, 0.216 mmol) in dioxane and water (4 mL/1 mL) was added phenylboronic acid (36 mg), Pd(PPh3)4 (25 mg) and K2CO3 (104 mg). The reaction mixture was heated to 150° C. for 20 minutes by microwave irradiation. The organic phase was separated, concentrated, and purified by HPLC to afford the title compound (23 mg). Product: Cc1cc(C#N)cnc1N1CCN(C(=O)c2ccc(N3CCOC3=O)nc2)CC1. The reactants are Cc1cc(C#N)cnc1N1CCN(C(=O)c2ccc(Br)nc2)CC1, O=C1NCCO1. Reaction SMILES: [Br:1][c:2]1[cH:3][cH:4][c:5]([C:8](=[O:9])[N:10]2[CH2:11][CH2:12][N:13]([c:16]3[n:17][cH:18][c:19]([C:20]#[N:21])[cH:22][c:23]3[CH3:24])[CH2:14][CH2:15]2)[cH:6][n:7]1.[O:25]1[C:26](=[O:30])[NH:27][CH2:28][CH2:29]1>>[c:2]1([N:27]2[C:26](=[O:30])[O:25][CH2:29][CH2:28]2)[cH:3][cH:4][c:5]([C:8](=[O:9])[N:10]2[CH2:11][CH2:12][N:13]([c:16]3[n:17][cH:18][c:19]([C:20]#[N:21])[cH:22][c:23]3[CH3:24])[CH2:14][CH2:15]2)[cH:6][n:7]1. Product: Cl, NCC(O)c1ccc(F)cc1F. The reactants are CCOC(C)=O, CCOC(C)=O, CO, Cl, O=CNCC(O)c1ccc(F)cc1F. Reaction SMILES: [C:15]([O:16][CH2:17][CH3:18])(=[O:19])[CH3:20].[CH3:22][CH2:23][O:24][C:25](=[O:26])[CH3:27].[CH3:28][OH:29].[ClH:21].[F:1][c:2]1[c:3]([CH:9]([CH2:10][NH:11][CH:12]=[O:13])[OH:14])[cH:4][cH:5][c:6]([F:8])[cH:7]1>>[ClH:21].[F:1][c:2]1[c:3]([CH:9]([CH2:10][NH2:11])[OH:14])[cH:4][cH:5][c:6]([F:8])[cH:7]1. Reactants: COC(=O)c1ccc(Br)c(C)c1, O=C([O-])[O-], COc1ccc(-c2ccc(C(=O)O)cc2C)c(OC)c1, Cc1noc(C)c1B1OC(C)(C)C(C)(C)O1, Cc1ccccc1, CCOC(C)=O, [K+], [K+], O, c1ccc(P(c2ccccc2)(c2ccccc2)[Pd](P(c2ccccc2)(c2ccccc2)c2ccccc2)(P(c2ccccc2)(c2ccccc2)c2ccccc2)P(c2ccccc2)(c2ccccc2)c2ccccc2)cc1. Product: COC(=O)c1ccc(-c2c(C)noc2C)c(C)c1. Reaction SMILES: [Br:1][c:2]1[c:3]([CH3:12])[cH:4][c:5]([C:6](=[O:7])[O:8][CH3:9])[cH:10][cH:11]1.[C:49](=[O:50])([O-:51])[O-:52].[CH3:13][O:14][c:15]1[cH:16][c:17]([O:18][CH3:19])[cH:20][cH:21][c:22]1-[c:23]1[cH:24][cH:25][c:26]([C:27]([OH:28])=[O:29])[cH:30][c:31]1[CH3:32].[CH3:33][c:34]1[n:35][o:36][c:37]([CH3:48])[c:38]1[B:39]1[O:40][C:41]([CH3:42])([CH3:43])[C:44]([CH3:45])([CH3:46])[O:47]1.[CH3:55][c:56]1[cH:57][cH:58][cH:59][cH:60][cH:61]1.[CH3:62][CH2:63][O:64][C:65]([CH3:66])=[O:67].[K+:53].[K+:54].[OH2:145].[cH:68]1[cH:69][cH:70][c:71]([P:72]([Pd:73]([P:74]([c:75]2[cH:76][cH:77][cH:78][cH:79][cH:80]2)([c:81]2[cH:82][cH:83][cH:84][cH:85][cH:86]2)[c:87]2[cH:88][cH:89][cH:90][cH:91][cH:92]2)([P:93]([c:94]2[cH:95][cH:96][cH:97][cH:98][cH:99]2)([c:100]2[cH:101][cH:102][cH:103][cH:104][cH:105]2)[c:106]2[cH:107][cH:108][cH:109][cH:110][cH:111]2)[P:112]([c:113]2[cH:114][cH:115][cH:116][cH:117][cH:118]2)([c:119]2[cH:120][cH:121][cH:122][cH:123][cH:124]2)[c:125]2[cH:126][cH:127][cH:128][cH:129][cH:130]2)([c:131]2[cH:132][cH:133][cH:134][cH:135][cH:136]2)[c:137]2[cH:138][cH:139][cH:140][cH:141][cH:142]2)[cH:143][cH:144]1>>[c:2]1(-[c:38]2[c:34]([CH3:33])[n:35][o:36][c:37]2[CH3:48])[c:3]([CH3:12])[cH:4][c:5]([C:6](=[O:7])[O:8][CH3:9])[cH:10][cH:11]1.